This data is from the Open Reaction Database (ORD), a public repository of structured organic reaction records. The task is: describe an organic reaction: reactants, conditions, products, and yield Reactants: C1(=C(C=CC=C1)N)N (o-phenylenediamine), [Na] (sodium), CO (methanol), C(#N)C1=NC=C(C=C1)CC (2-cyano-5-ethylpyridine), CO (methanol). The solvent is C(C)(=O)O (acetic acid). The product is C(C)C=1C=CC(=NC1)C=1NC2=C(N1)C=CC=C2 (2-(5-ethylpyridin-2-yl)-benzimidazole). As a reaction SMILES: [C:1]1([NH2:8])[CH:6]=[CH:5][CH:4]=[CH:3][C:2]=1[NH2:7].[C:9]([C:11]1[CH:16]=[CH:15][C:14]([CH2:17][CH3:18])=[CH:13][N:12]=1)#N.CO.[Na]>C(O)(=O)C>[CH2:17]([C:14]1[CH:15]=[CH:16][C:11]([C:9]2[NH:7][C:2]3[CH:3]=[CH:4][CH:5]=[CH:6][C:1]=3[N:8]=2)=[N:12][CH:13]=1)[CH3:18] |^1:20|. Procedure details: 1.1 g. of o-phenylenediamine and 1.3 g. of 2-cyano-5-ethylpyridine were dissolved in 5 ml. of methanol. To the solution was added 0.05 g. of sodium in 1 ml. of methanol. The mixture was refluxed for 2 hours, then acidified with acetic acid and refluxed again for an additional 4 hours. The reaction mixture was evaporated. Starting materials: [BH4-], CC(=O)c1ccn(C)c1, Cc1ccccc1, CO, Cl, NCCN, [Na+], C1CCOC1, O, Cc1ccc(S(=O)(=O)O)cc1. Product: CC(NCCN)c1ccn(C)c1. Reaction SMILES: [BH4-:26].[C:1]([CH3:2])(=[O:3])[c:4]1[cH:5][n:6]([CH3:9])[cH:7][cH:8]1.[CH3:29][c:30]1[cH:31][cH:32][cH:33][cH:34][cH:35]1.[CH3:41][OH:42].[ClH:28].[NH2:10][CH2:11][CH2:12][NH2:13].[Na+:27].[O:36]1[CH2:37][CH2:38][CH2:39][CH2:40]1.[OH2:14].[c:15]1([CH3:16])[cH:17][cH:18][c:19]([S:20]([OH:21])(=[O:22])=[O:23])[cH:24][cH:25]1>>[CH:1]([CH3:2])([c:4]1[cH:5][n:6]([CH3:9])[cH:7][cH:8]1)[NH:10][CH2:11][CH2:12][NH2:13].